From a dataset of the Open Reaction Database (ORD), a public repository of structured organic reaction records. describe an organic reaction: reactants, conditions, products, and yield The reactants are C(C)(C)(C)O (tertiary butanol), O=C[C@H](O)[C@@H](O)[C@H](O)[C@H](O)CO (glucose), C(CCCCCCCCC)(=O)OC (methyl caprinate), 5A, acrylic resin. Solvent: CO (methanol). Product: C(CCCCCCCCC)(=O)O.O=C[C@H](O)[C@@H](O)[C@H](O)[C@H](O)CO (glucose monocaprinate). Reaction SMILES: C(O)(C)(C)C.[O:6]=[CH:7][C@@H:8]([C@H:10]([C@@H:12]([C@@H:14]([CH2:16][OH:17])[OH:15])[OH:13])[OH:11])[OH:9].[C:18]([O:29]C)(=[O:28])[CH2:19][CH2:20][CH2:21][CH2:22][CH2:23][CH2:24][CH2:25][CH2:26][CH3:27]>CO>[C:18]([OH:29])(=[O:28])[CH2:19][CH2:20][CH2:21][CH2:22][CH2:23][CH2:24][CH2:25][CH2:26][CH3:27].[O:6]=[CH:7][C@@H:8]([C@H:10]([C@@H:12]([C@@H:14]([CH2:16][OH:17])[OH:15])[OH:13])[OH:11])[OH:9] |f:4.5|. Procedure details: 25 ml of tertiary butanol was added to a mixture of 5.00 g (27.64 mM) of glucose and 1.03 g (5.55 mM) of methyl caprinate, and 100 mg of thermostable lipase derived from Candida antarctica (sp-382, manufactued by NOVO Co.) immobilized into an acrylic resin was further added. Then, they were refluxed under heating while stirring for 24 hours with an addition of 10 g of molecular sieves 5A as a methanol remover, to obtain glucose monocaprinate (C10 glucose ester). Starting materials: [N+](=O)([O-])C=1C=C2C=NNC2=CC1 (5-nitroindazole), ( 1 ), [NH+]=1NN=NC1 (tetrazolium), C(CCCCCCCCCCC)C1=CC=C(C=C1)S(=O)(=O)[O-].[Na+] (sodium p-dodecylbenzenesulfonate). Product: N(=O)C=1C=C2C=NNC2=CC1 (5-nitrosoindazole), cyclodextrin. RXN SMILES: [NH+]1NN=NC=1.C(C1C=CC(S([O-])(=O)=O)=CC=1)CCCCCCCCCCC.[Na+].[N+:29]([C:32]1[CH:33]=[C:34]2[C:38](=[CH:39][CH:40]=1)[NH:37][N:36]=[CH:35]2)([O-])=[O:30]>>[N:29]([C:32]1[CH:33]=[C:34]2[C:38](=[CH:39][CH:40]=1)[NH:37][N:36]=[CH:35]2)=[O:30] |f:1.2|. Reported procedure: Next, a protective layer to which were added 700 ml/mol Ag of tetrazolium compound T-6 represented by Formula T, 300 mg of sodium p-dodecylbenzenesulfonate and 80 mg/mol Ag of 5-nitroindazole was coated according to double-jet process, and this was designated as Sample (1). Also, a protective layer, to which 5-nitrosoindazole and 2.5 g per mol of Ag of cyclodextrin Isoelite P, produced by Ensuikoseito Co., were added, was coated also according to double-jet process. This was designated as Sample... Reactants: CC=1C(=NC2=CC=CC=C2C1C(=O)O)C1=CC=CC=C1 (3-methyl-2-phenylquinoline-4-carboxylic acid), C(C(=O)Cl)(=O)Cl (oxalyl chloride). Reagents/catalysts: CN(C)C=O (DMF). Run in C(Cl)Cl (CH2Cl2), C(Cl)Cl (CH2Cl2). Run at time 30 minute. Yields the product COC(=O)C1=C(C(=NC2=CC=CC=C12)C1=CC=CC=C1)C (3-Methyl-2-phenyl-quinoline-4-carboxylic Acid Methyl Ester). The yield is 100.0%. Reaction SMILES: [CH3:1][C:2]1[C:3]([C:15]2[CH:20]=[CH:19][CH:18]=[CH:17][CH:16]=2)=[N:4][C:5]2[C:10]([C:11]=1[C:12]([OH:14])=[O:13])=[CH:9][CH:8]=[CH:7][CH:6]=2.[C:21](Cl)(=O)C(Cl)=O>C(Cl)Cl.CN(C=O)C>[CH3:21][O:13][C:12]([C:11]1[C:10]2[C:5](=[CH:6][CH:7]=[CH:8][CH:9]=2)[N:4]=[C:3]([C:15]2[CH:20]=[CH:19][CH:18]=[CH:17][CH:16]=2)[C:2]=1[CH3:1])=[O:14]. Reported procedure: 30 g (114 mmol) of 3-methyl-2-phenylquinoline-4-carboxylic acid (CAS [43071-45-0]) were suspended in 250 ml of dry CH2Cl2; 20 ml (230 mmol) of oxalyl chloride dissolved in 120 ml of CH2Cl2 were added dropwise and the reaction mixture was stirred at room temperature for 30 min. Two drops of DMF were added and the reaction was stirred for additional 30 min. The solvent was evaporated in vacuo to dryness, the residue was taken up with 100 ml of CH2Cl2 and 100 ml of MeOH, dissolved in 400 ml of CH2C... Starting materials: COCCOc1nc(C)cc(OCC(F)(F)F)c1[N+](=O)[O-], [H][H], C1COCCO1. Product: COCCOc1nc(C)cc(OCC(F)(F)F)c1N. Reaction SMILES: [CH3:1][O:2][CH2:3][CH2:4][O:5][c:6]1[n:7][c:8]([CH3:21])[cH:9][c:10]([O:15][CH2:16][C:17]([F:18])([F:19])[F:20])[c:11]1[N+:12]([O-:13])=[O:14].[H:22][H:23].[O:24]1[CH2:25][CH2:26][O:27][CH2:28][CH2:29]1>>[CH3:1][O:2][CH2:3][CH2:4][O:5][c:6]1[n:7][c:8]([CH3:21])[cH:9][c:10]([O:15][CH2:16][C:17]([F:18])([F:19])[F:20])[c:11]1[NH2:12]. Starting materials: CC1(C(C(C(C=2C1C1C(=C3C=4C=CC=CC4CC23)C=CCC1)(C)C)(C)C)(C)C)C (octamethyloctahydrodibenzofluorene), CCCCCC (hexane), C(CCC)[Li] (n-butyllithium), FC(C=1C=C(C=CC1)C(=C1C=CC=C1)C1=CC(=CC=C1)C(F)(F)F)(F)F (6,6-di{m-(trifluoromethyl)phenyl}fulvene). The solvent is O1CCCC1 (tetrahydrofuran), O1CCCC1 (tetrahydrofuran). Run at temperature 0 celsius, time 8 hour. Yields the product FC(C=1C=C(C=CC1)C(C1(C(C(C(C2(C3C(=C4C=5C=CC=CC5CC4=C21)C=CCC3)C)(C)C)(C)C)(C)C)C)(C3C=CC=C3)C3=CC(=CC=C3)C(F)(F)F)(F)F (di[m-(trifluoromethyl)phenyl]cyclopentadienyl(octamethyloctahydrodibenzofluorenyl)methane). Reaction SMILES: [CH3:1][C:2]1([CH3:29])[CH:7]2[CH:8]3[CH2:22][CH2:21][CH:20]=[CH:19][C:9]3=[C:10]3[C:18]([CH2:17][C:16]4[CH:15]=[CH:14][CH:13]=[CH:12][C:11]3=4)=[C:6]2[C:5](C)([CH3:23])[C:4]([CH3:26])([CH3:25])[C:3]1([CH3:28])[CH3:27].[CH3:30]CCCCC.C([Li])CCC.[F:41][C:42]([F:66])([F:65])[C:43]1[CH:44]=[C:45]([C:49]([C:55]2[CH:60]=[CH:59][CH:58]=[C:57]([C:61]([F:64])([F:63])[F:62])[CH:56]=2)=[C:50]2[CH:54]=[CH:53][CH:52]=[CH:51]2)[CH:46]=[CH:47][CH:48]=1>O1CCCC1>[F:41][C:42]([F:65])([F:66])[C:43]1[CH:44]=[C:45]([C:49]([C:55]2[CH:60]=[CH:59][CH:58]=[C:57]([C:61]([F:64])([F:62])[F:63])[CH:56]=2)([CH:50]2[CH:51]=[CH:52][CH:53]=[CH:54]2)[C:7]2([CH3:30])[C:6]3[C:5]([CH3:23])([CH:12]4[CH2:13][CH2:14][CH:15]=[CH:16][C:11]4=[C:10]4[C:18]=3[CH2:17][C:19]3[CH:20]=[CH:21][CH:22]=[CH:8][C:9]4=3)[C:4]([CH3:26])([CH3:25])[C:3]([CH3:28])([CH3:27])[C:2]2([CH3:1])[CH3:29])[CH:46]=[CH:47][CH:48]=1. Procedure: A reaction vessel equipped with a dropping funnel was charged with 30 m of dehydrated tetrahydrofuran and 0.82 g (2.11 mmol) of octamethyloctahydrodibenzofluorene under a nitrogen atmosphere. Then, 1.50 ml (2.32 mmol) of a 1.56 mol/L hexane solution of n-butyllithium was slowly added dropwise while cooling this solution to 0° C. Thereafter, the mixture was stirred overnight at room temperature. Subsequently, the dropping funnel was charged with a solution prepared by dissolving 1.00 g (2.32 mmol...